Dataset: the Open Reaction Database (ORD), a public repository of structured organic reaction records. Task: describe an organic reaction: reactants, conditions, products, and yield Starting materials: ice water, [Cl-].O[NH3+] (hydroxylammonium chloride), C(C)(=O)[O-].[Na+] (sodium acetate), FC(C(=O)C1=C(C=C(C=C1C)C)C)(F)F (2,2,2-trifluoro-1-(2,4,6-trimethylphenyl)-ethanone). Solvent: C(C)O (ethanol), O (water). Product: FC(C(=NO)C1=C(C=C(C=C1C)C)C)(F)F (2,2,2-trifluoro-1-(2,4,6-trimethylphenyl)-ethanone oxime). The yield is 28.3%. RXN SMILES: [F:1][C:2]([F:15])([F:14])[C:3]([C:5]1[C:10]([CH3:11])=[CH:9][C:8]([CH3:12])=[CH:7][C:6]=1[CH3:13])=O.[Cl-].[OH:17][NH3+:18].C([O-])(=O)C.[Na+]>C(O)C.O>[F:1][C:2]([F:15])([F:14])[C:3]([C:5]1[C:10]([CH3:11])=[CH:9][C:8]([CH3:12])=[CH:7][C:6]=1[CH3:13])=[N:18][OH:17] |f:1.2,3.4|. Procedure: 6.3 g (0.029 mol) of 2,2,2-trifluoro-1-(2,4,6-trimethylphenyl)-ethanone are dissolved in 30 ml of ethanol at 80° C. To the solution are added dropwise 2.0 g (0.029 mol) of hydroxylammonium chloride and 4.1 g (0.050 mol) of sodium acetate dissolved in 15 ml of water. The reaction mixture is refluxed overnight, poured into ice water, and extracted with ethyl acetate. The organic phase is washed with brine, dried over MgSO4, and concentrated. The residue is purified by recrystallization from 20 ml ... Reactants: COC(C1=CC=C(C=C1)C(C#CC1=C(C=C(C(=C1)C=1SC=CC1)OC)OC)O)=O (4-[3-(2,4-Dimethoxy-5-thiophen-2-yl-phenyl)-1-hydroxy-prop-2-ynyl]-benzoic acid methyl ester), [Cr](=O)(=O)([O-])O[Cr](=O)(=O)[O-].[NH+]1=CC=CC=C1.[NH+]1=CC=CC=C1 (Pyridinium dichromate). Solvent: ClCCl (dichloromethane). Conditions: time 5 hour. Product: COC(C1=CC=C(C=C1)C(C#CC1=C(C=C(C(=C1)C=1SC=CC1)OC)OC)=O)=O (4-[3-(2,4-dimethoxy-5-thiophen-2-yl-phenyl)-propynoyl]-benzoic acid methyl ester). Isolated yield 75.3%. RXN SMILES: [CH3:1][O:2][C:3](=[O:29])[C:4]1[CH:9]=[CH:8][C:7]([CH:10]([OH:28])[C:11]#[C:12][C:13]2[CH:18]=[C:17]([C:19]3[S:20][CH:21]=[CH:22][CH:23]=3)[C:16]([O:24][CH3:25])=[CH:15][C:14]=2[O:26][CH3:27])=[CH:6][CH:5]=1.[Cr](O[Cr]([O-])(=O)=O)([O-])(=O)=O.[NH+]1C=CC=CC=1.[NH+]1C=CC=CC=1>ClCCl>[CH3:1][O:2][C:3](=[O:29])[C:4]1[CH:5]=[CH:6][C:7]([C:10](=[O:28])[C:11]#[C:12][C:13]2[CH:18]=[C:17]([C:19]3[S:20][CH:21]=[CH:22][CH:23]=3)[C:16]([O:24][CH3:25])=[CH:15][C:14]=2[O:26][CH3:27])=[CH:8][CH:9]=1 |f:1.2.3|. Reported procedure: 4-[3-(2,4-Dimethoxy-5-thiophen-2-yl-phenyl)-1-hydroxy-prop-2-ynyl]-benzoic acid methyl ester (2.0 g, 4.90 mmol) from Ex-1C was dissolved in dichloromethane (60 mL). Pyridinium dichromate (3.70 g, 9.8 mmol) was added and the resulting mixture was stirred at room temperature under nitrogen for 5 h. The reaction was then filtered through a pad of celite and concentrated under reduced pressure. Silica gel chromatography (dichloromethane/methanol, 30:1) gave 1.5 g (75%) of the desired 4-[3-(2,4-dimet...